Dataset: the Open Reaction Database (ORD), a public repository of structured organic reaction records. Task: describe an organic reaction: reactants, conditions, products, and yield The reactants are [Al+3], C1CCOC1, CO, Cl, [H-], [H-], [H-], [H-], [Li+], CCOC(=O)c1cc2c(NCCNc3nc(N)c(C#N)s3)nc(-c3ccc(Cl)cc3Cl)cn2n1. Product: N#Cc1sc(NCCNc2nc(-c3ccc(Cl)cc3Cl)cn3nc(CO)cc23)nc1N. RXN SMILES: [Al+3:36].[CH2:44]1[O:45][CH2:46][CH2:47][CH2:48]1.[CH3:41][OH:42].[ClH:43].[H-:35].[H-:38].[H-:39].[H-:40].[Li+:37].[NH2:1][c:2]1[n:3][c:4]([NH:9][CH2:10][CH2:11][NH:12][c:13]2[c:14]3[n:15]([cH:16][c:17](-[c:19]4[c:20]([Cl:26])[cH:21][c:22]([Cl:25])[cH:23][cH:24]4)[n:18]2)[n:27][c:28]([C:30](=[O:31])[O:32][CH2:33][CH3:34])[cH:29]3)[s:5][c:6]1[C:7]#[N:8]>>[NH2:1][c:2]1[n:3][c:4]([NH:9][CH2:10][CH2:11][NH:12][c:13]2[c:14]3[n:15]([cH:16][c:17](-[c:19]4[c:20]([Cl:26])[cH:21][c:22]([Cl:25])[cH:23][cH:24]4)[n:18]2)[n:27][c:28]([CH2:30][OH:31])[cH:29]3)[s:5][c:6]1[C:7]#[N:8]. The reactants are C(C1=CC=CC=C1)OC1=C(C=C(C(=O)O)C=C1)OC (4-benzyloxy-3-methoxy benzoic acid), NC1=C(C=CC=C1)S (2-aminothiophenol), CN(C)C=O (DMF), S(=O)(Cl)Cl (thionyl chloride). The solvent is C1(=CC=CC=C1)C (toluene), C(Cl)Cl (methylene chloride), C1(=CC=CC=C1)C (toluene), O (water), O (water), N1=CC=CC=C1 (pyridine). Conditions: temperature 50 celsius, time 2 hour. The product is C(C1=CC=CC=C1)OC1=C(C=C(C=C1)C=1SC2=C(N1)C=CC=C2)OC (2-(4-benzyloxy-3-methoxyphenyl)benzothiazole). RXN SMILES: [CH2:1]([O:8][C:9]1[CH:17]=[CH:16][C:12]([C:13](O)=O)=[CH:11][C:10]=1[O:18][CH3:19])[C:2]1[CH:7]=[CH:6][CH:5]=[CH:4][CH:3]=1.CN(C=O)C.S(Cl)(Cl)=O.[NH2:29][C:30]1[CH:35]=[CH:34][CH:33]=[CH:32][C:31]=1[SH:36]>C(Cl)Cl.N1C=CC=CC=1.O.C1(C)C=CC=CC=1>[CH2:1]([O:8][C:9]1[CH:17]=[CH:16][C:12]([C:13]2[S:36][C:31]3[CH:32]=[CH:33][CH:34]=[CH:35][C:30]=3[N:29]=2)=[CH:11][C:10]=1[O:18][CH3:19])[C:2]1[CH:7]=[CH:6][CH:5]=[CH:4][CH:3]=1. Procedure: In methylene chloride (10 ml) was suspended 2.0 g (7.7 mmol) of 4-benzyloxy-3-methoxy benzoic acid. To this suspension was added 0.05 g of DMF and 0.68 ml of thionyl chloride, followed by stirring at 50° C. for 2 hours. This reaction solution was introduced dropwise at 0° C. into a solution wherein 1.2 g (9.3 mmol) of 2-aminothiophenol had been dissolved in 10 ml of pyridine at room temperature. The mixture was further stirred overnight at room temperature, diluted with water, and subjected to e... Starting materials: [O-]CC.[Na+] (sodium ethoxide), [Na] (sodium), resultant mixture, C(=O)C(C(=O)OCC)CC(=O)[O-] (ethyl 2-formylsuccinate), S(=O)(=O)(O)O.C(N)(=N)N1CCN(CC1)CC1=CC=CC=C1 (1-amidino-4-benzylpiperazine sulfate). The solvent is C(C)O (ethanol), CCO (EtOH), C(C)O (ethanol). Run at time 15 minute. Yields the product C(C1=CC=CC=C1)N1CCN(CC1)C1=NC=C(C(=N1)O)CC(=O)OCC (Ethyl 2-(4-benzylpiperazino)-4-hydroxypyrimidine-5-acetate). Isolated yield 41.0%. Reaction SMILES: [O-][CH2:2]C.[Na+].[Na].S(O)(O)(=O)=O.[C:11]([N:14]1[CH2:19][CH2:18][N:17]([CH2:20][C:21]2[CH:26]=[CH:25][CH:24]=[CH:23][CH:22]=2)[CH2:16][CH2:15]1)(=[NH:13])[NH2:12].C([CH:29]([CH2:35][C:36]([O-:38])=O)[C:30]([O:32][CH2:33][CH3:34])=[O:31])=O>C(O)C>[CH2:20]([N:17]1[CH2:18][CH2:19][N:14]([C:11]2[N:12]=[C:36]([OH:38])[C:35]([CH2:29][C:30]([O:32][CH2:33][CH3:34])=[O:31])=[CH:2][N:13]=2)[CH2:15][CH2:16]1)[C:21]1[CH:26]=[CH:25][CH:24]=[CH:23][CH:22]=1 |f:0.1,3.4,^1:4|. Procedure details: Added to an ethanol solution of sodium ethoxide, which had been prepared from 0.57 g (24.8 mmol) of sodium and 30 ml of EtOH, was 6.61 g (24.7 mmol) of 1-amidino-4-benzylpiperazine sulfate, followed by a dropwise addition of an ethanol solution (10 ml) of 5.0 g (24.7 mmol) of ethyl 2-formylsuccinate [the compound described in Ann. 363, 340] over 15 minutes. The resultant mixture was then refluxed for 4.5 hours. After cooling the reaction mixture, crystals were collected by filtration and then wa... Starting materials: NC1=CC=C(C=C1)C1=CC=C2CN(C(C2=C1)=O)[C@H](C(=O)OC)C(C)C ((S)-Methyl 2-(6-(4-aminophenyl)-1-oxoisoindolin-2-yl)-3-methylbutanoate), C1(=CC=CC=C1)CC(=O)O (2-phenylacetic acid), CN1CCOCC1 (N-methylmorpholine), ClC(=O)OCC(C)C (isobutyl chloroformate). Solvent: C1CCOC1 (THF), C1CCOC1 (THF), CCOC(=O)C (EtOAc). Conditions: temperature -25 celsius, time 30 minute. Yields the product CC([C@@H](C(=O)OC)N1C(C2=CC(=CC=C2C1)C1=CC=C(C=C1)NC(CC1=CC=CC=C1)=O)=O)C ((S)-Methyl 3-methyl-2-(1-oxo-6-(4-(2-phenylacetamido)phenyl)isoindolin-2-yl)butanoate). The yield is 69.3%. Reaction SMILES: [C:1]1([CH2:7][C:8]([OH:10])=O)[CH:6]=[CH:5][CH:4]=[CH:3][CH:2]=1.CN1CCOCC1.ClC(OCC(C)C)=O.[NH2:26][C:27]1[CH:32]=[CH:31][C:30]([C:33]2[CH:41]=[C:40]3[C:36]([CH2:37][N:38]([C@@H:43]([CH:48]([CH3:50])[CH3:49])[C:44]([O:46][CH3:47])=[O:45])[C:39]3=[O:42])=[CH:35][CH:34]=2)=[CH:29][CH:28]=1>C1COCC1.CCOC(C)=O>[CH3:49][CH:48]([CH3:50])[C@H:43]([N:38]1[CH2:37][C:36]2[C:40](=[CH:41][C:33]([C:30]3[CH:29]=[CH:28][C:27]([NH:26][C:8](=[O:10])[CH2:7][C:1]4[CH:2]=[CH:3][CH:4]=[CH:5][CH:6]=4)=[CH:32][CH:31]=3)=[CH:34][CH:35]=2)[C:39]1=[O:42])[C:44]([O:46][CH3:47])=[O:45]. Procedure details: To a solution of 2-phenylacetic acid (150 mg, 1.102 mmol) in THF (5 mL) was added N-methylmorpholine (0.182 mL, 1.653 mmol) and cooled to −20 to −30° C. To this solution was added isobutyl chloroformate (0.145 mL, 1.102 mmol) and the reaction mixture was stirred at −20° C. for 30 min. To the reaction mixture, a solution of compound of example 6 (336 mg, 0.992 mmol) in THF (2.5 mL) was added and stirred at room temperature for 2-3 h. After completion of the reaction, EtOAc was added to the reacti... The reactants are C(=O)(O)C=CCCCCCN1C(=C(C2=CC=CC=C12)C)N1C=NC=C1 (1-(7-Carboxyhept-6-enyl)-2-(1-imidazolyl)-3-methylindole), [H][H] (hydrogen). The reagents and catalysts are [Pd] (palladium on charcoal). Solvent: C(C)O (ethanol). Yields the product C(=O)(O)CCCCCCCN1C(=C(C2=CC=CC=C12)C)N1C=NC=C1 (1-(7-carboxyheptyl)-3-methyl-2-(1-imidazolyl)indole). As a reaction SMILES: [C:1]([CH:4]=[CH:5][CH2:6][CH2:7][CH2:8][CH2:9][CH2:10][N:11]1[C:19]2[C:14](=[CH:15][CH:16]=[CH:17][CH:18]=2)[C:13]([CH3:20])=[C:12]1[N:21]1[CH:25]=[CH:24][N:23]=[CH:22]1)([OH:3])=[O:2].[H][H]>C(O)C.[Pd]>[C:1]([CH2:4][CH2:5][CH2:6][CH2:7][CH2:8][CH2:9][CH2:10][N:11]1[C:19]2[C:14](=[CH:15][CH:16]=[CH:17][CH:18]=2)[C:13]([CH3:20])=[C:12]1[N:21]1[CH:25]=[CH:24][N:23]=[CH:22]1)([OH:3])=[O:2]. Procedure details: 1-(7-Carboxyhept-6-enyl)-2-(1-imidazolyl)-3-methylindole (20 mg) is dissolved in 1 ml of absolute ethanol with a catalytic amount of 10% palladium on charcoal and hydrogenated at 1 atmosphere pressure. After one mole of hydrogen is consumed the catalyst is removed by filtration and washed with a few milliliters of ethanol. The combined filtrates are concentrated to yield the 1-(7-carboxyheptyl)-3-methyl-2-(1-imidazolyl)indole. Starting materials: ClC1=NC2=CC=C(C=C2C=C1C=O)OC (2-Chloro-6-methoxy-3-quinolinecarboxaldehyde), S1C=C(C=C1)CC#N (3-thiopheneacetonitrile). Product: ClC1=NC2=CC=C(C=C2C=C1\C=C(/C#N)\C1=CSC=C1)OC ((Z)-3-(2-chloro-6-methoxy-quinolin-3-yl)-2-thiophen-3-yl-acrylonitrile). Isolated yield 83.7%. RXN SMILES: [Cl:1][C:2]1[C:11]([CH:12]=O)=[CH:10][C:9]2[C:4](=[CH:5][CH:6]=[C:7]([O:14][CH3:15])[CH:8]=2)[N:3]=1.[S:16]1[CH:20]=[CH:19][C:18]([CH2:21][C:22]#[N:23])=[CH:17]1>>[Cl:1][C:2]1[C:11](/[CH:12]=[C:21](/[C:18]2[CH:19]=[CH:20][S:16][CH:17]=2)\[C:22]#[N:23])=[CH:10][C:9]2[C:4](=[CH:5][CH:6]=[C:7]([O:14][CH3:15])[CH:8]=2)[N:3]=1. Procedure details: 2-Chloro-6-methoxy-3-quinolinecarboxaldehyde (222 mg) was condensed with 3-thiopheneacetonitrile (123 mg) through Method B (production step 3), to thereby yield the target product (yield: 273 mg, 83%). Run at temperature 150 celsius. Yields the product BrC=1C=C(N2N=C(N=CC21)NC2=CC=C(C=C2)N2CCN(CC2)C)C2=CC=C(C=C2)S(=O)(=O)C ([5-Bromo-7-(4-methanesulfonyl-phenyl)-pyrrolo[2,1-f][1,2,4]triazin-2-yl]-[4-(4-methyl-piperazin-1-yl)-phenyl]-amine). RXN SMILES: [Br:1][C:2]1[CH:3]=[C:4]([C:14]2[CH:19]=[CH:18][C:17]([S:20]([CH3:23])(=[O:22])=[O:21])=[CH:16][CH:15]=2)[N:5]2[C:10]=1[CH:9]=[N:8][C:7](S(C)=O)=[N:6]2.[CH3:24][N:25]1[CH2:30][CH2:29][N:28]([C:31]2[CH:36]=[CH:35][C:34]([NH2:37])=[CH:33][CH:32]=2)[CH2:27][CH2:26]1.CN1CCCC1=O>>[Br:1][C:2]1[CH:3]=[C:4]([C:14]2[CH:19]=[CH:18][C:17]([S:20]([CH3:23])(=[O:22])=[O:21])=[CH:16][CH:15]=2)[N:5]2[C:10]=1[CH:9]=[N:8][C:7]([NH:37][C:34]1[CH:33]=[CH:32][C:31]([N:28]3[CH2:27][CH2:26][N:25]([CH3:24])[CH2:30][CH2:29]3)=[CH:36][CH:35]=1)=[N:6]2. Reactants: BrC=1C=C(N2N=C(N=CC21)S(=O)C)C2=CC=C(C=C2)S(=O)(=O)C (5-Bromo-2-methanesulfinyl-7-(4-methanesulfonyl-phenyl)-pyrrolo[2,1-f][1,2,4]triazine), CN1CCN(CC1)C1=CC=C(C=C1)N (4-(4-Methyl-piperazin-1-yl)-phenylamine), CN1C(CCC1)=O (N-Methylpyrrolidinone). Procedure details: Into a 30 mL vial, 5-Bromo-2-methanesulfinyl-7-(4-methanesulfonyl-phenyl)-pyrrolo[2,1-f][1,2,4]triazine (0.14 g, 0.00034 mol), 4-(4-Methyl-piperazin-1-yl)-phenylamine (0.194 g, 0.00101 mol), and N-Methylpyrrolidinone (0.22 mL, 0.0023 mol) were added. The mixture was heated at 150° C. for 3 hours. The mixture was purified via ISCO column chromatography with DCM and MeOH as eluant (0 to 15% methanol). The collected fractions afforded [5-Bromo-7-(4-methanesulfonyl-phenyl)-pyrrolo[2,1-f][1,2,4]triaz... Isolated yield 43.5%.